From a dataset of the Open Reaction Database (ORD), a public repository of structured organic reaction records. describe an organic reaction: reactants, conditions, products, and yield The reactants are Cl (hydrochloric acid), NC1CN(CC1OC)C(=O)OC(C)(C)C (3-amino-1-t-butoxycarbonyl-4-methoxypyrrolidine). Solvent: C(C)O (ethanol). Product: Cl.Cl.N[C@@H]1CNC[C@H]1OC (trans-3-amino-4-methoxypyrrolidine dihydrochloride). Reaction SMILES: [ClH:1].[NH2:2][CH:3]1[CH:7]([O:8][CH3:9])[CH2:6][N:5](C(OC(C)(C)C)=O)[CH2:4]1>C(O)C>[ClH:1].[ClH:1].[NH2:2][C@H:3]1[C@H:7]([O:8][CH3:9])[CH2:6][NH:5][CH2:4]1 |f:3.4.5|. Procedure: 6.3 ml of 6N aqueous hydrochloric acid were added to a solution of 0.4 g (0.0019 mole) of 3-amino-1-t-butoxycarbonyl-4-methoxypyrrolidine [prepared as described in Step (3) above] dissolved in 20 ml of ethanol, and the mixture was heated under reflux for 1.5 hours, after which the solvent was removed by evaporation under reduced pressure. The residue was washed with a 1:9 by volume mixture of ethanol and ethyl acetate to give 0.34 g of trans-3-amino-4-methoxypyrrolidine dihydrochloride as a colo... Starting materials: COC1=C2CC[C@@H](CC2=CC=C1)NCCC ((S)-1,2,3,4-tetrahydro-5-methoxy-N-propyl-2-naphthalenamine), Cl (HCl), Br (hydrobromic acid). Yields the product Br.C(CC)N[C@@H]1CC=2C=CC=C(C2CC1)O ((S)-5,6,7,8-Tetrahydro-6-propylamino-l-naphthalenol, hydrobromide). Isolated yield 96.0%. Reaction SMILES: C[O:2][C:3]1[CH:12]=[CH:11][CH:10]=[C:9]2[C:4]=1[CH2:5][CH2:6][C@H:7]([NH:13][CH2:14][CH2:15][CH3:16])[CH2:8]2.Cl.[BrH:18]>>[BrH:18].[CH2:14]([NH:13][C@H:7]1[CH2:6][CH2:5][C:4]2[C:3]([OH:2])=[CH:12][CH:11]=[CH:10][C:9]=2[CH2:8]1)[CH2:15][CH3:16] |f:3.4|. Reported procedure: A mixture of (S)-1,2,3,4-tetrahydro-5-methoxy-N-propyl-2-naphthalenamine (10.0 g, 0.0391 mol) as the HCl salt, or its corresponding free base, was heated at reflux in 48% hydrobromic acid (150 mL) for a period of two to three hours. The solution was cooled to room temperature and the resulting solid was collected by filtration. Drying under high vacuum at 60° C. gave 10.7 g of the product (96% yield).